This data is from the Open Reaction Database (ORD), a public repository of structured organic reaction records. The task is: describe an organic reaction: reactants, conditions, products, and yield The reactants are NC12CC(C(CC1)(C2(C)C)C)=O (4-amino-1,7,7-trimethylbicyclo[2.2.1]heptan-2-one), ClC1=C(C(=NC=C1Cl)N)[N+](=O)[O-] (4,5-dichloro-3-nitropyridin-2-amine), CCN(C(C)C)C(C)C (DIPEA). Solvent: CC(C)O (IPA). Reaction conditions: temperature 60 celsius. Yields the product NC1=NC=C(C(=C1[N+](=O)[O-])NC12CC(C(CC1)(C2(C)C)C)=O)Cl (4-(2-amino-5-chloro-3-nitropyridin-4-ylamino)-1,7,7-trimethylbicyclo[2.2.1]heptan-2-one). Yield: 100.0%. Reaction SMILES: [NH2:1][C:2]12[C:8]([CH3:10])([CH3:9])[C:5]([CH3:11])([CH2:6][CH2:7]1)[C:4](=[O:12])[CH2:3]2.Cl[C:14]1[C:19]([Cl:20])=[CH:18][N:17]=[C:16]([NH2:21])[C:15]=1[N+:22]([O-:24])=[O:23].CCN(C(C)C)C(C)C>CC(O)C>[NH2:21][C:16]1[C:15]([N+:22]([O-:24])=[O:23])=[C:14]([NH:1][C:2]23[C:8]([CH3:9])([CH3:10])[C:5]([CH3:11])([CH2:6][CH2:7]2)[C:4](=[O:12])[CH2:3]3)[C:19]([Cl:20])=[CH:18][N:17]=1. Procedure: 4-amino-1,7,7-trimethylbicyclo[2.2.1]heptan-2-one (8) (1.1 g, 5.29 mmol)) and 4,5-dichloro-3-nitropyridin-2-amine (1 g, 4.81 mmol) were taken in IPA (30 ml) and DIPEA (4.6 ml, 26.44 mmol)) was added to the reaction mixture which was then heated at 60° C. for 24 h when TLC confirmed completion of reaction. The reaction mixture was cooled to rt and concentrated in vacuuo. Pure product (9) (1.63 g, 92%) was obtained as a yellow solid after purification by column chromatography using silica gel (100... Starting materials: [N+](=O)([O-])C (nitromethane), OC=1C=C(C=O)C=CC1 (3-hydroxybenzaldehyde), [F-].C(CCC)[N+](CCCC)(CCCC)CCCC (tetrabutylammonium fluoride). Solvent: C(C)(=O)OCC (ethyl acetate), O1CCCC1 (tetrahydrofuran). Reaction conditions: time 2 hour. Product: OC(C[N+](=O)[O-])C=1C=C(C=CC1)O (3-(1-Hydroxy-2-nitroethyl)-phenol). The yield is 90.0%. Reaction SMILES: [OH:1][C:2]1[CH:3]=[C:4]([CH:7]=[CH:8][CH:9]=1)[CH:5]=[O:6].[N+:10]([CH3:13])([O-:12])=[O:11].[F-].C([N+](CCCC)(CCCC)CCCC)CCC>O1CCCC1.C(OCC)(=O)C>[OH:6][CH:5]([C:4]1[CH:3]=[C:2]([OH:1])[CH:9]=[CH:8][CH:7]=1)[CH2:13][N+:10]([O-:12])=[O:11] |f:2.3|. Reported procedure: Dissolve 3-hydroxybenzaldehyde (18.4 g, 15.07 mmol) in tetrahydrofuran (100 mL). Add nitromethane ((42 mL, 780 mmol), cool in an ice bath and add tetrabutylammonium fluoride (151 mL, 151 mmol, 1.0 M in tetrahydrofuran). Stir for 2 hours, dilute with ethyl acetate (200 mL), wash with water (3×500 mL) and saturated aqueous sodium chloride (200 mL). Extract the aqueous washes with diethyl ether (3×), wash with saturated aqueous sodium chloride, dry (magnesium sulfate), filter through a pad of silic... Reactants: COc1ccc2ncnc(OCC3CCC(NCc4ccccc4)CC3)c2c1, CO, [OH-], [OH-], [Pd+2]. The product is COc1ccc2ncnc(OCC3CCC(N)CC3)c2c1. Reaction SMILES: [CH2:1]([c:2]1[cH:3][cH:4][cH:5][cH:6][cH:7]1)[NH:8][CH:9]1[CH2:10][CH2:11][CH:12]([CH2:15][O:16][c:17]2[n:18][cH:19][n:20][c:21]3[cH:22][cH:23][c:24]([O:27][CH3:28])[cH:25][c:26]23)[CH2:13][CH2:14]1.[CH3:29][OH:30].[OH-:31].[OH-:32].[Pd+2:33]>>[NH2:8][CH:9]1[CH2:10][CH2:11][CH:12]([CH2:15][O:16][c:17]2[n:18][cH:19][n:20][c:21]3[cH:22][cH:23][c:24]([O:27][CH3:28])[cH:25][c:26]23)[CH2:13][CH2:14]1. Starting materials: C1COCCN1, C(=NC1CCCCC1)=NC1CCCCC1, ClCCl, O=C1CCC(C(=O)O)N1, Oc1cccc2[nH]nnc12. The product is O=C1CCC(C(=O)N2CCOCC2)N1. Reaction SMILES: [CH2:35]1[CH2:36][O:37][CH2:38][CH2:39][NH:40]1.[CH:1]1([N:2]=[C:3]=[N:4][CH:5]2[CH2:6][CH2:7][CH2:8][CH2:9][CH2:10]2)[CH2:11][CH2:12][CH2:13][CH2:14][CH2:15]1.[Cl:41][CH2:42][Cl:43].[NH:16]1[CH:17]([C:22](=[O:23])[OH:24])[CH2:18][CH2:19][C:20]1=[O:21].[OH:25][c:26]1[c:27]2[n:28][n:29][nH:30][c:31]2[cH:32][cH:33][cH:34]1>>[NH:16]1[CH:17]([C:22](=[O:24])[N:40]2[CH2:35][CH2:36][O:37][CH2:38][CH2:39]2)[CH2:18][CH2:19][C:20]1=[O:21]. The reactants are CC1(C)CCC2=C(O1)c1ccccc1C(=O)C2=O, O, OCC(O)CO, Cc1ccc(S(=O)(=O)O)cc1, c1ccccc1. The product is CC1(C)CCC2=C(O1)c1ccccc1C1(OCC(CO)O1)C2=O. RXN SMILES: [CH3:1][C:2]1([CH3:18])[O:3][C:4]2=[C:9]([C:8](=[O:12])[C:7](=[O:13])[c:6]3[c:5]2[cH:17][cH:16][cH:15][cH:14]3)[CH2:10][CH2:11]1.[OH2:25].[OH:19][CH2:20][CH:21]([OH:22])[CH2:23][OH:24].[c:26]1([CH3:27])[cH:28][cH:29][c:30]([S:31]([OH:32])(=[O:33])=[O:34])[cH:35][cH:36]1.[cH:37]1[cH:38][cH:39][cH:40][cH:41][cH:42]1>>[CH3:1][C:2]1([CH3:18])[O:3][C:4]2=[C:9]([C:8](=[O:12])[C:7]3([c:6]4[c:5]2[cH:17][cH:16][cH:15][cH:14]4)[O:13][CH:21]([CH2:20][OH:19])[CH2:23][O:24]3)[CH2:10][CH2:11]1. Starting materials: C(C)(C)C1(C(N(CC1)C1=NC(=NC=C1)NC1=CC=C(C=C1)N1CCOCC1)=O)C#N (3-isopropyl-1-(2-((4-(morpholin-4-yl)phenyl)amino)pyrimidin-4-yl)-2-oxopyrrolidine-3-carbonitrile), C(=O)=O.CO.C(C)#N (carbon dioxide methanol acetonitrile). Product: C(C)(C)[C@]1(C(N(CC1)C1=NC(=NC=C1)NC1=CC=C(C=C1)N1CCOCC1)=O)C#N ((3S)-3-isopropyl-1-(2-((4-(morpholin-4-yl)phenyl)amino)pyrimidin-4-yl)-2-oxopyrrolidine-3-carbonitrile). Isolated yield 10.6%. RXN SMILES: [CH:1]([C:4]1([C:29]#[N:30])[CH2:8][CH2:7][N:6]([C:9]2[CH:14]=[CH:13][N:12]=[C:11]([NH:15][C:16]3[CH:21]=[CH:20][C:19]([N:22]4[CH2:27][CH2:26][O:25][CH2:24][CH2:23]4)=[CH:18][CH:17]=3)[N:10]=2)[C:5]1=[O:28])([CH3:3])[CH3:2].C(=O)=O.CO.C(#N)C>>[CH:1]([C@:4]1([C:29]#[N:30])[CH2:8][CH2:7][N:6]([C:9]2[CH:14]=[CH:13][N:12]=[C:11]([NH:15][C:16]3[CH:17]=[CH:18][C:19]([N:22]4[CH2:23][CH2:24][O:25][CH2:26][CH2:27]4)=[CH:20][CH:21]=3)[N:10]=2)[C:5]1=[O:28])([CH3:3])[CH3:2] |f:1.2.3|. Reported procedure: 3-Isopropyl-1-(2-((4-(morpholin-4-yl)phenyl)amino)pyrimidin-4-yl)-2-oxopyrrolidine-3-carbonitrile (85 mg) obtained in Example 5 was resolved by SFC (column: CHIRALCEL OJH, 20 mmID×250 mmL, manufactured by Daicel Chemical Industries, mobile phase: carbon dioxide/methanol/acetonitrile 660/170/170), and the compound having a longer retention time was recrystallized (hexane/ethyl acetate) to give the title compound (9 mg). Reactants: C(C)(C)N(CC)C(C)C (diisopropylethylamine), BrC=1C(=NC(NC1)=O)N (5-bromocytosine), N1CC(CCC1)CNC(OC(C)(C)C)=O (tert-butyl piperidin-3-ylmethylcarbamate). Product: C(C)(C)(C)OC(NCC1CN(CCC1)C=1C=NC(NC1N)=O)=O (tert-butyl(1-(6-amino-2-oxo-1,2-dihydropyrimidin-5-yl)piperidin-3-yl)methylcarbamate), solid. Yield: 18.0%. RXN SMILES: Br[C:2]1[C:3]([NH2:9])=[N:4][C:5](=[O:8])[NH:6][CH:7]=1.[NH:10]1[CH2:15][CH2:14][CH2:13][CH:12]([CH2:16][NH:17][C:18](=[O:24])[O:19][C:20]([CH3:23])([CH3:22])[CH3:21])[CH2:11]1.C(N(C(C)C)CC)(C)C>>[C:20]([O:19][C:18](=[O:24])[NH:17][CH2:16][CH:12]1[CH2:13][CH2:14][CH2:15][N:10]([C:2]2[CH:7]=[N:6][C:5](=[O:8])[NH:4][C:3]=2[NH2:9])[CH2:11]1)([CH3:23])([CH3:21])[CH3:22]. Procedure details: Method 8 was followed using 1 eq. of 5-bromocytosine, 1.05 eq. of tert-butyl piperidin-3-ylmethylcarbamate and 1.05 eq. of diisopropylethylamine yielding tert-butyl(1-(6-amino-2-oxo-1,2-dihydropyrimidin-5-yl)piperidin-3-yl)methylcarbamate as an orange crunchy solid (18%). LCMS (m/z): 324.1 (MH+); LC Rt=1.90 min.